Task: describe an organic reaction: reactants, conditions, products, and yield. Dataset: the Open Reaction Database (ORD), a public repository of structured organic reaction records Starting materials: CCCCc1noc(C)c1CCl, C1CCOC1, CC(C)[N-]C(C)C, Cc1nc(C)c(C(=O)O)s1, [Li+]. The product is CCCCc1noc(C)c1CCc1nc(C)c(C(=O)O)s1. Reaction SMILES: [CH2:19]([CH2:20][CH2:21][CH3:22])[c:23]1[n:24][o:25][c:26]([CH3:30])[c:27]1[CH2:28][Cl:29].[CH2:31]1[O:32][CH2:33][CH2:34][CH2:35]1.[CH3:12][CH:13]([N-:14][CH:15]([CH3:16])[CH3:17])[CH3:18].[CH3:1][c:2]1[s:3][c:4]([C:8](=[O:9])[OH:10])[c:5]([CH3:7])[n:6]1.[Li+:11]>>[CH2:1]([c:2]1[s:3][c:4]([C:8](=[O:9])[OH:10])[c:5]([CH3:7])[n:6]1)[CH2:28][c:27]1[c:23]([CH2:19][CH2:20][CH2:21][CH3:22])[n:24][o:25][c:26]1[CH3:30]. Starting materials: C1(=CC=CC=C1)C1=NC=C(C=N1)C1=CC=NN1C1OCCCC1 (2-phenyl-5-(1-(tetrahydro-2H-pyran-2-yl)-1H-pyrazol-5-yl)pyrimidine), Cl (hydrochloric acid), CC(C)(C)OC (MTBE). Run in CO (methanol). Run at time 2 hour. Product: Cl.C1(=CC=CC=C1)C1=NC=C(C=N1)C1=NNC=C1 (2-phenyl-5-(1H-pyrazol-3-yl)pyrimidine hydrochloride), powder. Isolated yield 27.0%. RXN SMILES: [C:1]1([C:7]2[N:12]=[CH:11][C:10]([C:13]3[N:17](C4CCCCO4)[N:16]=[CH:15][CH:14]=3)=[CH:9][N:8]=2)[CH:6]=[CH:5][CH:4]=[CH:3][CH:2]=1.[ClH:24].CC(OC)(C)C>CO>[ClH:24].[C:1]1([C:7]2[N:8]=[CH:9][C:10]([C:13]3[CH:14]=[CH:15][NH:16][N:17]=3)=[CH:11][N:12]=2)[CH:2]=[CH:3][CH:4]=[CH:5][CH:6]=1 |f:4.5|. Procedure: 2-Phenyl-5-(1-(tetrahydro-2H-pyran-2-yl)-1H-pyrazol-5-yl)pyrimidine (Step A, 51 mg) was added to a 1 N hydrochloric acid solution in methanol (5 mL). The solution was stirred at room temperature for two hours. MTBE (40 mL) was added to precipitate a white solid which was filtered and rinsed with MTBE and dried under high vacuum. The title compound was obtained as a white powder (11.4 mg, 27% yield); melting point 264-273° C.; 1H-NMR (300 MHz; CD3OD) δ 10.0 (s, 1H), 9.29 (s, 2H), 8.44 (dd, 2H), 7... RXN SMILES: [N+:1]([C:4]1[CH:9]=[CH:8][CH:7]=[CH:6][CH:5]=1)([O-:3])=[O:2].[N:10]1[CH:15]=CC=CC=1.[C]=O.Cl[C:19]1[CH:24]=[CH:23][CH:22]=[CH:21][C:20]=1Cl>>[N+:1]([C:4]1[CH:9]=[CH:8][CH:7]=[CH:6][CH:5]=1)([O-:3])=[O:2].[C:19]1([N:10]=[C:15]=[O:2])[CH:24]=[CH:23][CH:22]=[CH:21][CH:20]=1 |^3:15|. The reactants are [C]=O (carbon monoxide), ClC1=C(C=CC=C1)Cl (ortho-dichlorobenzene), [N+](=O)([O-])C1=CC=CC=C1 (nitrobenzene), N1=CC=CC=C1 (pyridine). The reagents and catalysts are catalyst. Reported procedure: 1.8 g of this catalyst as well as 10 g of nitrobenzene and 1 g of pyridine are charged into the autoclave used in Example 2 and the volume is made up to a total volume of 100 ml with the addition of ortho-dichlorobenzene. By operating in an identical fashion with Example 2 at 240° C. under 200 bars of carbon monoxide at 20° C., a T.T.G. (overall conversion rate) of nitrobenzene of 100% and a phenylisocyanate selectivity of 62% are obtained. Product: [N+](=O)([O-])C1=CC=CC=C1 (nitrobenzene), C1(=CC=CC=C1)N=C=O (phenylisocyanate). The reactants are CCNc1ccc(C#N)cc1N=C1SCC(=O)N1Cc1ccccc1, COC(OC)N(C)C, Cc1ccccc1. The product is CCNc1ccc(C#N)cc1N=C1SC(=CN(C)C)C(=O)N1Cc1ccccc1. As a reaction SMILES: [CH2:1]([c:2]1[cH:3][cH:4][cH:5][cH:6][cH:7]1)[N:8]1[C:9](=[N:14][c:15]2[cH:16][c:17]([C:18]#[N:19])[cH:20][cH:21][c:22]2[NH:23][CH2:24][CH3:25])[S:10][CH2:11][C:12]1=[O:13].[CH3:26][O:27][CH:28]([N:29]([CH3:30])[CH3:31])[O:32][CH3:33].[CH3:34][c:35]1[cH:36][cH:37][cH:38][cH:39][cH:40]1>>[CH2:1]([c:2]1[cH:3][cH:4][cH:5][cH:6][cH:7]1)[N:8]1[C:9](=[N:14][c:15]2[cH:16][c:17]([C:18]#[N:19])[cH:20][cH:21][c:22]2[NH:23][CH2:24][CH3:25])[S:10][C:11](=[CH:28][N:29]([CH3:30])[CH3:31])[C:12]1=[O:13]. Starting materials: CC(C)(C)OC(=O)N1CCCC(c2nc(CCl)cs2)C1, CC#N, Oc1ccc(-n2cnnn2)cc1. The product is CC(C)(C)OC(=O)N1CCCC(c2nc(COc3ccc(-n4cnnn4)cc3)cs2)C1. As a reaction SMILES: [C:1]([CH3:2])([CH3:3])([CH3:4])[O:5][C:6](=[O:7])[N:8]1[CH2:9][CH:10]([c:14]2[s:15][cH:16][c:17]([CH2:19][Cl:20])[n:18]2)[CH2:11][CH2:12][CH2:13]1.[CH3:33][C:34]#[N:35].[n:21]1(-[c:26]2[cH:27][cH:28][c:29]([OH:32])[cH:30][cH:31]2)[n:22][n:23][n:24][cH:25]1>>[C:1]([CH3:2])([CH3:3])([CH3:4])[O:5][C:6](=[O:7])[N:8]1[CH2:9][CH:10]([c:14]2[s:15][cH:16][c:17]([CH2:19][O:32][c:29]3[cH:28][cH:27][c:26](-[n:21]4[n:22][n:23][n:24][cH:25]4)[cH:31][cH:30]3)[n:18]2)[CH2:11][CH2:12][CH2:13]1.